The task is: describe an organic reaction: reactants, conditions, products, and yield. This data is from the Open Reaction Database (ORD), a public repository of structured organic reaction records. Starting materials: COCCOC, Cc1ccc(NC(=O)C2(c3ccc4c(c3)OC(F)(F)O4)CC2)nc1Cl, CC1(C)OB(c2ccc(C(=O)C(F)(F)F)cc2)OC1(C)C, [Na+], [Na+], O=C([O-])[O-]. Yields the product Cc1ccc(NC(=O)C2(c3ccc4c(c3)OC(F)(F)O4)CC2)nc1-c1ccc(C(=O)C(F)(F)F)cc1. RXN SMILES: [CH3:53][O:54][CH2:55][CH2:56][O:57][CH3:58].[Cl:1][c:2]1[c:3]([CH3:25])[cH:4][cH:5][c:6]([NH:8][C:9](=[O:10])[C:11]2([c:14]3[cH:15][c:16]4[c:17]([cH:23][cH:24]3)[O:18][C:19]([F:21])([F:22])[O:20]4)[CH2:12][CH2:13]2)[n:7]1.[F:26][C:27]([C:28](=[O:29])[c:30]1[cH:31][cH:32][c:33]([B:36]2[O:37][C:38]([CH3:39])([CH3:40])[C:41]([CH3:42])([CH3:43])[O:44]2)[cH:34][cH:35]1)([F:45])[F:46].[Na+:47].[Na+:48].[O-:49][C:50](=[O:51])[O-:52]>>[c:2]1(-[c:33]2[cH:32][cH:31][c:30]([C:28]([C:27]([F:26])([F:45])[F:46])=[O:29])[cH:35][cH:34]2)[c:3]([CH3:25])[cH:4][cH:5][c:6]([NH:8][C:9](=[O:10])[C:11]2([c:14]3[cH:15][c:16]4[c:17]([cH:23][cH:24]3)[O:18][C:19]([F:21])([F:22])[O:20]4)[CH2:12][CH2:13]2)[n:7]1. Reactants: CCOC(=O)C1=C(C)NN=C(C(=O)OCCOC)C1c1cccc([N+](=O)[O-])c1, CC(C)O. Product: CCOC(=O)C1=NNC(C)=C(C(=O)OCC)C1c1cccc([N+](=O)[O-])c1. As a reaction SMILES: [CH3:1][O:2][CH2:3][CH2:4][O:5][C:6](=[O:7])[C:8]1=[N:9][NH:10][C:11]([CH3:28])=[C:12]([C:23](=[O:24])[O:25][CH2:26][CH3:27])[CH:13]1[c:14]1[cH:15][c:16]([N+:20](=[O:21])[O-:22])[cH:17][cH:18][cH:19]1.[CH:29]([OH:30])([CH3:31])[CH3:32]>>[CH3:3][CH2:4][O:5][C:6](=[O:7])[C:8]1=[N:9][NH:10][C:11]([CH3:28])=[C:12]([C:23](=[O:24])[O:25][CH2:26][CH3:27])[CH:13]1[c:14]1[cH:15][c:16]([N+:20](=[O:21])[O-:22])[cH:17][cH:18][cH:19]1. The reactants are ClC=1C=CC(=NC1)[C@@](CC(=O)OC)(N[S@](=O)C(C)(C)C)C1=CC(=CC(=C1)C(F)(F)F)F ((S)-methyl 3-(5-chloropyridin-2-yl)-3-(3-fluoro-5-(trifluoromethyl)phenyl)-3-((R)-2-methylpropan-2-ylsulfinamido)propanoate), N (NH3). The solvent is C(CO)O (ethylene glycol). Run at temperature 180 celsius. Yields the product ClC=1C=CC(=NC1)[C@@](CC(=O)N)(N[S@](=O)C(C)(C)C)C1=CC(=CC(=C1)C(F)(F)F)F ((S)-3-(5-chloropyridin-2-yl)-3-(3-fluoro-5-(trifluoromethyl)phenyl)-3-((R)-2-methylpropan-2-ylsulfinamido)propanamide), solid. Yield: 41.0%. As a reaction SMILES: [Cl:1][C:2]1[CH:3]=[CH:4][C:5]([C@:8]([C:21]2[CH:26]=[C:25]([C:27]([F:30])([F:29])[F:28])[CH:24]=[C:23]([F:31])[CH:22]=2)([NH:14][S@@:15]([C:17]([CH3:20])([CH3:19])[CH3:18])=[O:16])[CH2:9][C:10]([O:12]C)=O)=[N:6][CH:7]=1.[NH3:32]>C(O)CO>[Cl:1][C:2]1[CH:3]=[CH:4][C:5]([C@:8]([C:21]2[CH:26]=[C:25]([C:27]([F:30])([F:29])[F:28])[CH:24]=[C:23]([F:31])[CH:22]=2)([NH:14][S@@:15]([C:17]([CH3:18])([CH3:19])[CH3:20])=[O:16])[CH2:9][C:10]([NH2:32])=[O:12])=[N:6][CH:7]=1. Procedure: (S)-methyl 3-(5-chloropyridin-2-yl)-3-(3-fluoro-5-(trifluoromethyl)phenyl)-3-((R)-2-methylpropan-2-ylsulfinamido)propanoate (0.10 g, 0.20 mmol) was dissolved in 8N NH3 solution in ethylene glycol (1 mL) in a microwave vial. The reaction mixture was heated to 180° C. for 300 sec, the pressure was cautiously vented and the reaction mixture purified directly by prep HPLC (YMC ODSA30×100 mm, 0-100% over 10 min, MeOH/H2O/0.1% TFA). (S)-3-(5-chloropyridin-2-yl)-3-(3-fluoro-5-(trifluoromethyl)phenyl)-3... Starting materials: CCCCCc1c(C=CC(=O)OC)oc2cc(OC)ccc12, CCOC(C)=O, CO, [Na+], [OH-]. The product is CCCCCc1c(C=CC(=O)O)oc2cc(OC)ccc12. RXN SMILES: [CH3:1][O:2][C:3]([CH:4]=[CH:5][c:6]1[o:7][c:8]2[c:9]([c:10]1[CH2:11][CH2:12][CH2:13][CH2:14][CH3:15])[cH:16][cH:17][c:18]([O:20][CH3:21])[cH:19]2)=[O:22].[CH3:25][CH2:26][O:27][C:28](=[O:29])[CH3:30].[CH3:31][OH:32].[Na+:24].[OH-:23]>>[O:2]=[C:3]([CH:4]=[CH:5][c:6]1[o:7][c:8]2[c:9]([c:10]1[CH2:11][CH2:12][CH2:13][CH2:14][CH3:15])[cH:16][cH:17][c:18]([O:20][CH3:21])[cH:19]2)[OH:22]. Reactants: CCO, Cn1nnc(-c2cccc([N+](=O)[O-])c2)n1, [Na+], [OH-]. Yields the product Cn1nnc(-c2cccc(N)c2)n1. Reaction SMILES: [CH3:18][CH2:19][OH:20].[CH3:1][n:2]1[n:3][c:4](-[c:7]2[cH:8][c:9]([N+:13]([O-:14])=[O:15])[cH:10][cH:11][cH:12]2)[n:5][n:6]1.[Na+:17].[OH-:16]>>[CH3:1][n:2]1[n:3][c:4](-[c:7]2[cH:8][c:9]([NH2:13])[cH:10][cH:11][cH:12]2)[n:5][n:6]1. Starting materials: [Mg] (magnesium), C(#N)CC(=O)OC (Methyl cyanoacetate), C(C)[Mg]Br (ethyl magnesium bromide), [Cl-].[NH4+] (ammonium chloride), C(C)Br (ethyl bromide). Run in C(C)OCC (diethyl ether). Product: N=C(CC(=O)OC)CC (methyl 3-iminovalerate). As a reaction SMILES: [C:1]([CH2:3][C:4]([O:6][CH3:7])=[O:5])#[N:2].[CH2:8]([Mg]Br)[CH3:9].C(Br)C.[Mg].[Cl-].[NH4+]>C(OCC)C>[NH:2]=[C:1]([CH2:8][CH3:9])[CH2:3][C:4]([O:6][CH3:7])=[O:5] |f:4.5|. Procedure: Methyl cyanoacetate (99 g.) was added to a stirred solution of ethyl magnesium bromide [prepared by the method well known in the art, from ethyl bromide (328 g.) and magnesium (71 g.)] in diethyl ether, at such a rate that vigorous reflux was maintained. The mixture was then heated at reflux for 40 hours and then treated with a saturated aqueous solution of ammonium chloride (3000 ml.). The ethereal layer was separated off and the aqueous layer was extracted with diethyl ether. The combined ethe...